Dataset: the Open Reaction Database (ORD), a public repository of structured organic reaction records. Task: describe an organic reaction: reactants, conditions, products, and yield Starting materials: COc1ccc(Br)cc1, COc1ccc(N2CCNC(C)C2)cc1OC. Product: COc1ccc(N2CCNC(C)C2)cc1. RXN SMILES: [Br:18][c:19]1[cH:20][cH:21][c:22]([O:23][CH3:24])[cH:25][cH:26]1.[CH3:1][O:2][c:3]1[cH:4][c:5]([N:11]2[CH2:12][CH:13]([CH3:17])[NH:14][CH2:15][CH2:16]2)[cH:6][cH:7][c:8]1[O:9][CH3:10]>>[cH:3]1[cH:4][c:5]([N:11]2[CH2:12][CH:13]([CH3:17])[NH:14][CH2:15][CH2:16]2)[cH:6][cH:7][c:8]1[O:9][CH3:10]. The reactants are CCOC(=O)C(=O)c1ccc(F)cc1C, O, O=[N+]([O-])O, O=S(=O)(O)O. Product: CCOC(=O)C(=O)c1cc([N+](=O)[O-])c(F)cc1C. RXN SMILES: [F:5][c:6]1[cH:7][c:8]([CH3:19])[c:9]([C:12]([C:13](=[O:14])[O:15][CH2:16][CH3:17])=[O:18])[cH:10][cH:11]1.[OH2:20].[OH:1][N+:2]([O-:3])=[O:4].[S:21](=[O:22])(=[O:23])([OH:24])[OH:25]>>[O-:1][N+:2](=[O:4])[c:11]1[c:6]([F:5])[cH:7][c:8]([CH3:19])[c:9]([C:12]([C:13](=[O:14])[O:15][CH2:16][CH3:17])=[O:18])[cH:10]1.